From a dataset of the Open Reaction Database (ORD), a public repository of structured organic reaction records. describe an organic reaction: reactants, conditions, products, and yield Product: NC(=O)C1(c2ccccc2O)CCC1. As a reaction SMILES: [B:16]([Br:17])([Br:18])[Br:19].[CH3:1][O:2][c:3]1[c:4]([C:9]2([C:13](=[O:14])[NH2:15])[CH2:10][CH2:11][CH2:12]2)[cH:5][cH:6][cH:7][cH:8]1.[Cl:20][CH2:21][Cl:22]>>[OH:2][c:3]1[c:4]([C:9]2([C:13](=[O:14])[NH2:15])[CH2:10][CH2:11][CH2:12]2)[cH:5][cH:6][cH:7][cH:8]1. The reactants are BrB(Br)Br, COc1ccccc1C1(C(N)=O)CCC1, ClCCl.